Dataset: the Open Reaction Database (ORD), a public repository of structured organic reaction records. Task: describe an organic reaction: reactants, conditions, products, and yield Reactants: Cc1nc2cccc3n(CCCN4C(=O)c5ccccc5C4=O)c(=O)c1n23, CCO, NN, O. Yields the product Cc1nc2cccc3n(CCCN)c(=O)c1n23. As a reaction SMILES: [CH3:1][c:2]1[n:3][c:4]2[n:5]3[c:6]1[c:7](=[O:27])[n:8]([CH2:13][CH2:14][CH2:15][N:16]1[C:17](=[O:18])[c:19]4[cH:20][cH:21][cH:22][cH:23][c:24]4[C:25]1=[O:26])[c:9]3[cH:10][cH:11][cH:12]2.[CH3:31][CH2:32][OH:33].[NH2:29][NH2:30].[OH2:28]>>[CH3:1][c:2]1[n:3][c:4]2[n:5]3[c:6]1[c:7](=[O:27])[n:8]([CH2:13][CH2:14][CH2:15][NH2:16])[c:9]3[cH:10][cH:11][cH:12]2. The reactants are Intermediate 4, ClC=1C=C2C(C[N+](CC2=C(C1)Cl)(C)C)C1=CC=CC=C1 (6,8-Dichloro-2,2-dimethyl-4-phenyl-1,2,3,4-tetrahydroisoquinolinium), CI (Methyl iodide), CI (methyl iodide), FC(C(=O)[O-])(F)F (trifluoroacetate). Solvent: Cl (hydrochloride), CC(=O)C (acetone), C(C)(C)N(CC)C(C)C (diisopropylethylamine). Reaction conditions: time 62 hour. Product: ClC=1C=C2C(CN(CC2=C(C1)Cl)C)C1=CC=CC=C1 (6,8-Dichloro-2-methyl-4-phenyl-1,2,3,4-tetrahydroisoquinoline). As a reaction SMILES: [Cl:1][C:2]1[CH:3]=[C:4]2[C:9](=[C:10]([Cl:12])[CH:11]=1)[CH2:8][N+:7](C)([CH3:13])[CH2:6][CH:5]2[C:15]1[CH:20]=[CH:19][CH:18]=[CH:17][CH:16]=1.FC(F)(F)C([O-])=O.CI>Cl.CC(C)=O.C(N(C(C)C)CC)(C)C>[Cl:1][C:2]1[CH:3]=[C:4]2[C:9](=[C:10]([Cl:12])[CH:11]=1)[CH2:8][N:7]([CH3:13])[CH2:6][CH:5]2[C:15]1[CH:16]=[CH:17][CH:18]=[CH:19][CH:20]=1. Procedure details: 6,8-Dichloro-2,2-dimethyl-4-phenyl-1,2,3,4-tetrahydroisoquinolinium, trifluoroacetate; Intermediate 4 (100 mg) was dissolved in the form of its hydrochloride in acetone (1 ml) in the presence of diisopropylethylamine (58 μl). Methyl iodide (38 μl) was then added dropwise with stirring. The mixture was then stirred at room temperature for two hours and subsequently left to stand for 62 h. Since the reaction was still not complete, further methyl iodide (38 μl) was added and the mixture was heated... Yields the product O=C(O)C1CN(Cc2ccc(-c3cc4cc(C5CCCCC5)ccc4o3)cc2)C1. Reactants: [BH3-]C#N, CC(=O)O, CO, CO, O=Cc1ccc(-c2cc3cc(C4CCCCC4)ccc3o2)cc1, ClCCl, O=C(O)C1CNC1, [Na+]. Reaction SMILES: [C:35]([BH3-:36])#[N:37].[CH3:24][C:25](=[O:26])[OH:27].[CH3:42][OH:43].[CH3:44][OH:45].[CH:1]1([c:7]2[cH:8][cH:9][c:10]3[c:11]([cH:12][c:13](-[c:15]4[cH:16][cH:17][c:18]([CH:19]=[O:20])[cH:21][cH:22]4)[o:14]3)[cH:23]2)[CH2:2][CH2:3][CH2:4][CH2:5][CH2:6]1.[Cl:39][CH2:40][Cl:41].[NH:28]1[CH2:29][CH:30]([C:32](=[O:33])[OH:34])[CH2:31]1.[Na+:38]>>[CH:1]1([c:7]2[cH:8][cH:9][c:10]3[c:11]([cH:12][c:13](-[c:15]4[cH:16][cH:17][c:18]([CH2:19][N:28]5[CH2:29][CH:30]([C:32](=[O:33])[OH:34])[CH2:31]5)[cH:21][cH:22]4)[o:14]3)[cH:23]2)[CH2:2][CH2:3][CH2:4][CH2:5][CH2:6]1. The reactants are ice water, ice, S(O)(O)(=O)=O (sulfuric acid), [Mg] (magnesium), BrCC (bromoethane), FC(C1CCC(CC1)=O)(F)F (4-trifluoromethylcyclohexanone). Solvent: C1CCOC1 (THF), C1CCOC1 (THF). Reaction conditions: temperature -5 celsius. Yields the product C(C)C1(CCC(CC1)C(F)(F)F)O (1-Ethyl-4-trifluoromethylcyclohexanol). Yield: 70.0%. RXN SMILES: [Mg].Br[CH2:3][CH3:4].[F:5][C:6]([F:15])([F:14])[CH:7]1[CH2:12][CH2:11][C:10](=[O:13])[CH2:9][CH2:8]1.S(=O)(=O)(O)O>C1COCC1>[CH2:3]([C:10]1([OH:13])[CH2:11][CH2:12][CH:7]([C:6]([F:14])([F:15])[F:5])[CH2:8][CH2:9]1)[CH3:4]. Procedure details: The inside of a reactor was sufficiently dried by vacuum heating, and the atmosphere inside the reactor was replaced with dry nitrogen. The reactor was charged with a Grignard reagent that was prepared in 350 ml of dehydrated tetrahydrofuran (dehydrated THF) using 9.7 g (0.40 mol) of a magnesium powder and 38.9 g (0.36 mol) of bromoethane 50 ml of a dehydrated THF solution of 49.8 g (0.30 mol) of 4-trifluoromethylcyclohexanone was added to the reactor over 15 minutes with stirring while cooling ... Starting materials: NC=1SC(=CN1)C (2-amino-5-methylthiazole), BrCCCN1C=CC=C1 (1-(3-bromopropyl)pyrrole), C(Cl)Cl (CH2Cl2), CO (CH3OH). Conditions: temperature 85 celsius, time 2 hour. Product: [NH4+].[OH-] (NH4OH), N1(C=CC=C1)CCCN1C(SC(=C1)C)=N (3-(3-(1H-pyrrol-1-yl)propyl)-5-methylthiazol-2(3H)-imine). The yield is 81.0%. RXN SMILES: [NH2:1][C:2]1[S:3][C:4]([CH3:7])=[CH:5][N:6]=1.Br[CH2:9][CH2:10][CH2:11][N:12]1[CH:16]=[CH:15][CH:14]=[CH:13]1.C(Cl)Cl.C[OH:21]>>[NH4+:1].[OH-:21].[N:12]1([CH2:11][CH2:10][CH2:9][N:6]2[CH:5]=[C:4]([CH3:7])[S:3][C:2]2=[NH:1])[CH:16]=[CH:15][CH:14]=[CH:13]1 |f:4.5|. Reported procedure: A mixture of 2-amino-5-methylthiazole (0.55 g, 4.8 mmol) and 1-(3-bromopropyl)pyrrole (TCI-US, 1.0 g, 5.3 mmol) was warmed to 85° C. and was stirred for 2 h. The mixture was then cooled to ambient temperature and was purified by flash column chromatography (SiO2, 10% CH3OH in ethyl acetate then 9:1:0.1 CH2Cl2:CH3OH:NH4OH) to give the title compound (0.86 g, 3.9 mmol, 81% yield). MS (DCI/NH3) m/z 222 (M+NH4)+. Starting materials: C(C(C)C)(=O)N (isobutyramide), ClCC(=O)CCl (1,3-dichloroacetone). Product: ClCC=1N=C(OC1)C(C)C (4-chloromethyl-2-isopropyl oxazole). Isolated yield 6.2%. As a reaction SMILES: [C:1]([NH2:6])(=[O:5])[CH:2]([CH3:4])[CH3:3].[Cl:7][CH2:8][C:9]([CH2:11]Cl)=O>>[Cl:7][CH2:8][C:9]1[N:6]=[C:1]([CH:2]([CH3:4])[CH3:3])[O:5][CH:11]=1. Procedure: In substantially the same manner as in Reference Example 31, isobutyramide was allowed to react with 1,3-dichloroacetone to give 4-chloromethyl-2-isopropyl oxazole as an oily product. The yield was 6.2%. Starting materials: C(C)(C)[NH2+]CC[NH2+]C(C)C (N,N'-diisopropylethylenediammonium), C(C)C(C(=O)[O-])CCCC.[K+] (potassium 2-ethylhexanoate), C1[C@@H]2N(C1=O)[C@H](/C(=C/CO)/O2)C(=O)O (clavulanic acid). The solvent is C(C)(C)O (isopropanol), O (water), C(C)(C)O (isopropanol). Yields the product C1[C@@H]2N(C1=O)[C@H](/C(=C/CO)/O2)C(=O)[O-].[K+] (potassium clavulanate). The yield is 70.0%. As a reaction SMILES: C([NH2+]CC[NH2+]C(C)C)(C)C.[CH2:11]1[C:14](=[O:15])[N:13]2[C@@H:16]([C:22]([OH:24])=[O:23])/[C:17](/[O:21][C@H:12]12)=[CH:18]/[CH2:19][OH:20].C(C(CCCC)C([O-])=O)C.[K+:35]>O.C(O)(C)C>[CH2:11]1[C:14](=[O:15])[N:13]2[C@@H:16]([C:22]([O-:24])=[O:23])/[C:17](/[O:21][C@H:12]12)=[CH:18]/[CH2:19][OH:20].[K+:35] |f:2.3,6.7|. Reported procedure: N,N'-diisopropylethylenediammonium diclavulanate (10 g, clavulanic acid content 69%) was dissolved in water (10 ml), the solution was diluted with isopropanol (190 ml) and a solution (15 ml, 2M) of potassium 2-ethylhexanoate in isopropanol was added within 15 min. with stirring. The obtained suspension was stirred for another 30 min. whereat a precipitate separated, which was filtered off, washed with isopropanol and then dried. Thus there was obtained potassium clavulanate (4.8 g; 70%), (USP Gr...